Dataset: the Open Reaction Database (ORD), a public repository of structured organic reaction records. Task: describe an organic reaction: reactants, conditions, products, and yield The reactants are Nc1cc([N+](=O)[O-])ccc1SCc1ccccc1, CCOC(C)=O, CCN(C(C)C)C(C)C, CCOC(=O)Cl, CN(C)C=O. Yields the product CCOC(=O)Nc1cc([N+](=O)[O-])ccc1SCc1ccccc1. Reaction SMILES: [CH2:1]([c:2]1[cH:3][cH:4][cH:5][cH:6][cH:7]1)[S:8][c:9]1[c:10]([NH2:11])[cH:12][c:13]([N+:16](=[O:17])[O-:18])[cH:14][cH:15]1.[CH3:39][CH2:40][O:41][C:42]([CH3:43])=[O:44].[CH:25]([N:26]([CH2:27][CH3:28])[CH:29]([CH3:30])[CH3:31])([CH3:32])[CH3:33].[Cl:19][C:20](=[O:21])[O:22][CH2:23][CH3:24].[O:34]=[CH:35][N:36]([CH3:37])[CH3:38]>>[CH2:1]([c:2]1[cH:3][cH:4][cH:5][cH:6][cH:7]1)[S:8][c:9]1[c:10]([NH:11][C:20](=[O:21])[O:22][CH2:23][CH3:24])[cH:12][c:13]([N+:16](=[O:17])[O-:18])[cH:14][cH:15]1. Starting materials: ClC1=C(C=CC(=C1)C(=O)OC)C1=CC=C(C=C1)OCC1=CC=CC=C1 (methyl 2-chloro-4'-(benzyloxy)-(1,1'-biphenyl)-4-carboxylate). The reagents and catalysts are [Pd] (palladium on charcoal). Run in C(C)(=O)OCC (ethyl acetate). Run at temperature 20 celsius, time 24 hour. Product: ClC1=C(C=CC(=C1)C(=O)OC)C1=CC=C(C=C1)O (methyl 2-chloro-4'-hydroxy-(1,1'-biphenyl)-4-carboxylate). Isolated yield 99.1%. As a reaction SMILES: [Cl:1][C:2]1[CH:7]=[C:6]([C:8]([O:10][CH3:11])=[O:9])[CH:5]=[CH:4][C:3]=1[C:12]1[CH:17]=[CH:16][C:15]([O:18]CC2C=CC=CC=2)=[CH:14][CH:13]=1>[Pd].C(OCC)(=O)C>[Cl:1][C:2]1[CH:7]=[C:6]([C:8]([O:10][CH3:11])=[O:9])[CH:5]=[CH:4][C:3]=1[C:12]1[CH:17]=[CH:16][C:15]([OH:18])=[CH:14][CH:13]=1. Procedure: The mixture of 286 mg of the product of Stage B, 91 mg of 9.5% palladium on charcoal and 20 ml of ethyl acetate was placed under a hydrogen atmosphere and the mixture was stirred at 20° C. for 24 hours. After filtration and concentration under reduced pressure, 211 mg of the expected product were obtained. The reactants are C(C1=CC=CC=C1)OCC1=CC=C(C=C1)C1(CC(C1)CN1CCCC1)O (1-(4-Benzyloxymethyl-phenyl)-3-pyrrolidin-1-ylmethyl-cyclobutanol), C(C1=CC=CC=C1)OCC1=CC=C(C=C1)C1(CC(C1)CN1CCCC1)O (1-(4-benzyloxymethyl-phenyl)-3-pyrrolidin-1-ylmethyl-cyclobutanol), CS(=O)(=O)O (methane sulfonic acid). Reagents/catalysts: [Pd] (Pd/C). Run in CCO (EtOH). The product is C1(=CC=C(C=C1)C1CC(C1)CN1CCCC1)C (1-(3-p-Tolyl-cyclobutylmethyl)-pyrrolidine). The yield is 77.0%. Reaction SMILES: C(O[CH2:9][C:10]1[CH:15]=[CH:14][C:13]([C:16]2(O)[CH2:19][CH:18]([CH2:20][N:21]3[CH2:25][CH2:24][CH2:23][CH2:22]3)[CH2:17]2)=[CH:12][CH:11]=1)C1C=CC=CC=1.CS(O)(=O)=O>CCO.[Pd]>[C:10]1([CH3:9])[CH:11]=[CH:12][C:13]([CH:16]2[CH2:17][CH:18]([CH2:20][N:21]3[CH2:25][CH2:24][CH2:23][CH2:22]3)[CH2:19]2)=[CH:14][CH:15]=1. Procedure details: To a stirring solution of Example 212, (1-(4-benzyloxymethyl-phenyl)-3-pyrrolidin-1-ylmethyl-cyclobutanol) (200 mg, 0.57 mmol) in EtOH (10 mL) was added methane sulfonic acid (370 uL, 5.7 mmol), followed by 10% Pd/C (200 mg). The reaction vessel was purged with N2, and then pressurized with 45 psi H2. After 30 minute the reaction vessel was purged with nitrogen. The reaction was filtered through a plug of Celite and then concentrated under reduced pressure. The residual was dissolved in EtOAc an... The reactants are [N+](=O)([O-])C1=CC=C2C=NN(C2=C1)COCC[Si](C)(C)C (6-Nitro-1-((2-(trimethylsilyl)ethoxy)methyl)-1H-indazole). The reagents and catalysts are [Pd] (Pd). The solvent is CO (MeOH). Conditions: time 18 hour. The product is C[Si](CCOCN1N=CC2=CC=C(C=C12)N)(C)C (1-((2-(trimethylsilyl)ethoxy)methyl)-1H-indazol-6-amine). Isolated yield 71.4%. RXN SMILES: [N+:1]([C:4]1[CH:12]=[C:11]2[C:7]([CH:8]=[N:9][N:10]2[CH2:13][O:14][CH2:15][CH2:16][Si:17]([CH3:20])([CH3:19])[CH3:18])=[CH:6][CH:5]=1)([O-])=O>CO.[Pd]>[CH3:18][Si:17]([CH3:20])([CH3:19])[CH2:16][CH2:15][O:14][CH2:13][N:10]1[C:11]2[C:7](=[CH:6][CH:5]=[C:4]([NH2:1])[CH:12]=2)[CH:8]=[N:9]1. Procedure details: 6-Nitro-1-((2-(trimethylsilyl)ethoxy)methyl)-1H-indazole (19.2 g, 65.4 mmol) and Pd\C (10 wt %, 1.920 g) were combined in MeOH (60 mL). The mixture was allowed to stir under an atmosphere of H2 at ambient pressure and at rt for about 18 h. The mixture was filtered and the filtrate was concentrated in vacuo. The residue was purified by column chromatography (silica gel, 10:1 Hex/EtOAc) to give 1-((2-(trimethylsilyl)ethoxy)methyl)-1H-indazol-6-amine (12.3 g, 71%): LC/MS (Table 2, Method h) Rt=2.09...